The task is: describe an organic reaction: reactants, conditions, products, and yield. This data is from the Open Reaction Database (ORD), a public repository of structured organic reaction records. Starting materials: [I-].[Li+] (lithium iodide), C(=O)(OCCC)C1=CC(N=C2N1C1=C(C(=NC2)C2=C(C=CC=C2F)F)C=C(C=C1)Cl)=O (1-carbopropoxy-9-chloro-7-(2,6-difluorophenyl)pyrimido[1,2-a][1,4]benzodiazepine-3(5H)-one). Run in N1=CC=CC=C1 (pyridine). Yields the product ClC=1C=CC2=C(C(=NCC=3N2C=CC(N3)=O)C3=C(C=CC=C3F)F)C1 (9-chloro-7-(2,6-difluorophenyl)pyrimido[1,2-a][1,4]benzodiazepin-3(5H)-one). RXN SMILES: C([C:7]1[N:12]2[C:13]3[CH:29]=[CH:28][C:27]([Cl:30])=[CH:26][C:14]=3[C:15]([C:18]3[C:23]([F:24])=[CH:22][CH:21]=[CH:20][C:19]=3[F:25])=[N:16][CH2:17][C:11]2=[N:10][C:9](=[O:31])[CH:8]=1)(OCCC)=O.[I-].[Li+]>N1C=CC=CC=1>[Cl:30][C:27]1[CH:28]=[CH:29][C:13]2[N:12]3[CH:7]=[CH:8][C:9](=[O:31])[N:10]=[C:11]3[CH2:17][N:16]=[C:15]([C:18]3[C:23]([F:24])=[CH:22][CH:21]=[CH:20][C:19]=3[F:25])[C:14]=2[CH:26]=1 |f:1.2|. Procedure details: In the manner given in Example 32, 1-carbopropoxy-9-chloro-7-(2,6-difluorophenyl)pyrimido[1,2-a][1,4]benzodiazepine-3(5H)-one was heated in pyridine with lithium iodide to give 9-chloro-7-(2,6-difluorophenyl)pyrimido[1,2-a][1,4]benzodiazepin-3(5H)-one. Starting materials: C(=O)(C(F)(F)F)O (TFA), COC(CNC([C@@H](NC(=O)OC(C)(C)C)COCC=C)=O)=O (N-tert-butoxycarbonyl O-allyl L-seryl glycine methyl ester), C(=O)(C(F)(F)F)O (TFA). The solvent is C(Cl)Cl (CH2Cl2). The product is FC(C(=O)O)(F)F.COC(CNC([C@@H](N)COCC=C)=O)=O (O-allyl L-seryl glycine methyl ester trifluoroacetate). Reaction SMILES: [CH3:1][O:2][C:3](=[O:22])[CH2:4][NH:5][C:6](=[O:21])[C@H:7]([CH2:16][O:17][CH2:18][CH:19]=[CH2:20])[NH:8]C(OC(C)(C)C)=O.[C:23]([OH:29])([C:25]([F:28])([F:27])[F:26])=[O:24]>C(Cl)Cl>[F:26][C:25]([F:28])([F:27])[C:23]([OH:29])=[O:24].[CH3:1][O:2][C:3](=[O:22])[CH2:4][NH:5][C:6](=[O:21])[C@H:7]([CH2:16][O:17][CH2:18][CH:19]=[CH2:20])[NH2:8] |f:3.4|. Procedure details: N-tert-butoxycarbonyl O-allyl L-seryl glycine methyl ester 18 (5.86 g, 18.3 mmol) was dissolved in CH2Cl2 (30 mL) and TFA (30 mL) added at room temperature. The reaction mixture was stirred for 2 hours before the solvent and bulk of excess TFA were evaporated affording a brownish liquid (7.50 g). The residue was washed with Et2O (2×25 mL), redissolved in CH2Cl2 (25 mL), the solvents evaporated and the residue dried under reduced pressure affording a brownish, viscous liquid (6.01 g, 98%); δH (30... The reactants are COc1ccc(S(=O)(=O)N(Cc2ccccc2)c2c(C)ccc(C)c2CO)cc1, CC(C)=O. Yields the product COc1ccc(S(=O)(=O)N(Cc2ccccc2)c2c(C)ccc(C)c2C=O)cc1. Reaction SMILES: [CH2:1]([c:2]1[cH:3][cH:4][cH:5][cH:6][cH:7]1)[N:8]([S:9](=[O:10])(=[O:11])[c:12]1[cH:13][cH:14][c:15]([O:18][CH3:19])[cH:16][cH:17]1)[c:20]1[c:21]([CH2:28][OH:29])[c:22]([CH3:27])[cH:23][cH:24][c:25]1[CH3:26].[CH3:30][C:31](=[O:32])[CH3:33]>>[CH2:1]([c:2]1[cH:3][cH:4][cH:5][cH:6][cH:7]1)[N:8]([S:9](=[O:10])(=[O:11])[c:12]1[cH:13][cH:14][c:15]([O:18][CH3:19])[cH:16][cH:17]1)[c:20]1[c:21]([CH:28]=[O:29])[c:22]([CH3:27])[cH:23][cH:24][c:25]1[CH3:26]. The reactants are C[C@]12CCC(=O)C[C@H]1CC[C@@H]3[C@@H]2CC[C@]4([C@H]3CC[C@@H]4C(=O)CO)C (hydroxydione), C1(=C(C(=CC(=C1)C)C)S(=O)(=O)Cl)C (2-mesitylenesulfonyl chloride), [Na] (sodium), C(C(=O)O)(=O)O (oxalic acid), C(C(=O)[O-])(=O)[O-].[Na+].[Na+] (sodium oxalate). Solvent: CCOCC (ether), C1CCOC1 (THF), C(C)N(CC)CC (triethylamine), CCOCC (ether). Conditions: temperature 0 celsius, time 30 minute. The product is C(=O)(OC)CCCC1=C(CC=2C(CC(C2)O)=O)C=CC=C1 (2-[2-(3-Carbomethoxypropyl)benzyl]-4-hydroxy-2-cyclopentene-1-one). RXN SMILES: C[C@@:2]12[C@H:12]3[CH2:13][CH2:14][C@]4(C)[C@@H](C(CO)=O)CC[C@H]4[C@@H:11]3[CH2:10][CH2:9][C@@H:8]1[CH2:7][C:5](=[O:6])[CH2:4][CH2:3]2.[C:25]1(C)C=C(C)C=C(C)C=1S(Cl)(=O)=O.[Na].[C:39](O)(=O)[C:40]([OH:42])=[O:41].[C:45]([O-:50])(=O)[C:46]([O-])=O.[Na+].[Na+]>CCOCC.C1COCC1.C(N(CC)CC)C>[C:40]([CH2:39][CH2:14][CH2:13][C:12]1[CH:11]=[CH:10][CH:9]=[CH:8][C:2]=1[CH2:3][C:4]1[C:5](=[O:6])[CH2:7][CH:45]([OH:50])[CH:46]=1)([O:42][CH3:25])=[O:41] |f:4.5.6,^1:37|. Reported procedure: A solution of 19 g (0.063 mole) of the hydroxydione XIIIa in 200 ml dry ether was cooled to 0° C. To this was added 10 ml triethylamine followed by a solution of 14 g (0.063 mol) of 2-mesitylenesulfonyl chloride in 50 ml of ether. After stirring 30 minutes at 0° C the solution was allowed to warm to room temperature. It was then washed with cold H2O, 1N HCl, brine, then dried over anhydrous CaCl2 and concentrated at 32° C under reduced pressure. The light colored oily residue of the enol sulfona... Reactants: ClC=1SC(=CC1C)Cl (2,5-dichloro-3-methylthiophene), ice water, CCOCC (ether), C=O (paraformaldehyde), Cl (Hydrogen chloride). Reagents/catalysts: [Cl-].[Zn+2].[Cl-] (zinc chloride). The product is ClCC1=C(SC(=C1C)Cl)Cl (3-chloromethyl-2,5-dichloro-4-methylthiophene). RXN SMILES: [Cl:1][C:2]1[S:3][C:4]([Cl:8])=[CH:5][C:6]=1C.C=O.[ClH:11].CCO[CH2:15][CH3:16]>[Cl-].[Zn+2].[Cl-]>[Cl:11][CH2:6][C:5]1[C:15]([CH3:16])=[C:2]([Cl:1])[S:3][C:4]=1[Cl:8] |f:4.5.6|. Procedure: A mixture of 61.59 g. (0.368 mol) of 2,5-dichloro-3-methylthiophene, 13.1 g. of paraformaldehyde and 3.1 g. of zinc chloride was heated to 55° C. Hydrogen chloride gas was passed through the mixture for 7.25 hours. The resulting mixture was cooled and poured into a mixture of ether and ice water. The organic phase was separated and washed with sodium chloride solution, sodium bicarbonate solution and sodium chloride solution again. Evaporation of the dried solvent gave a dark brown oil which was... The reactants are S=C(n1ccnc1)n1ccnc1, CC#N, CC(C)(C)C(=O)NCc1ccc(OC(F)(F)F)c(N)c1. Yields the product CC(C)(C)C(=O)NCc1ccc(OC(F)(F)F)c(N=C=S)c1. As a reaction SMILES: [C:21](=[S:22])([n:23]1[cH:24][cH:25][n:26][cH:27]1)[n:28]1[cH:29][cH:30][n:31][cH:32]1.[CH3:33][C:34]#[N:35].[NH2:1][c:2]1[cH:3][c:4]([CH2:5][NH:6][C:7]([C:8]([CH3:9])([CH3:10])[CH3:11])=[O:12])[cH:13][cH:14][c:15]1[O:16][C:17]([F:18])([F:19])[F:20]>>[N:1]([c:2]1[cH:3][c:4]([CH2:5][NH:6][C:7]([C:8]([CH3:9])([CH3:10])[CH3:11])=[O:12])[cH:13][cH:14][c:15]1[O:16][C:17]([F:18])([F:19])[F:20])=[C:21]=[S:22]. The reactants are CO, COC(=O)c1ccc(OC)c(Oc2ccc3nc(NC(=O)C4CC4)sc3n2)c1, Cl, [Na+], [OH-]. Yields the product COc1ccc(C(=O)O)cc1Oc1ccc2nc(NC(=O)C3CC3)sc2n1. As a reaction SMILES: [CH3:32][OH:33].[CH:1]1([C:4](=[O:5])[NH:6][c:7]2[s:8][c:9]3[n:10][c:11]([O:16][c:17]4[cH:18][c:19]([C:20](=[O:21])[O:22][CH3:23])[cH:24][cH:25][c:26]4[O:27][CH3:28])[cH:12][cH:13][c:14]3[n:15]2)[CH2:2][CH2:3]1.[ClH:31].[Na+:30].[OH-:29]>>[CH:1]1([C:4](=[O:5])[NH:6][c:7]2[s:8][c:9]3[n:10][c:11]([O:16][c:17]4[cH:18][c:19]([C:20](=[O:21])[OH:22])[cH:24][cH:25][c:26]4[O:27][CH3:28])[cH:12][cH:13][c:14]3[n:15]2)[CH2:2][CH2:3]1.